From a dataset of the Open Reaction Database (ORD), a public repository of structured organic reaction records. describe an organic reaction: reactants, conditions, products, and yield The reactants are O (Water), N1CCCC1 (pyrrolidine), C([O-])([O-])=O.[K+].[K+] (potassium carbonate), FC=1C=C(C2=C(C(C=C(O2)C2=CC(=C(C=C2)NC(C(C)(C)C)=O)F)=O)C1NCCCOS(=O)(=O)C)F (6,8-difluoro-2-(3-fluoro-4-pivaloylaminophenyl)-5-(3-methanesulfonyloxypropylamino)-4H-1-benzopyran-4-one). The solvent is CN(C=O)C (dimethylformamide). Conditions: temperature 50 celsius, time 8 hour. Product: FC=1C=C(C2=C(C(C=C(O2)C2=CC(=C(C=C2)NC(C(C)(C)C)=O)F)=O)C1NCCCN1CCCC1)F (6,8-difluoro-2-(3-fluoro-4-pivaloylaminophenyl)-5-[3-(pyrrolidin-1-yl)propylamino]-4H-1-benzopyran-4-one). The yield is 63.7%. Reaction SMILES: [F:1][C:2]1[CH:3]=[C:4]([F:36])[C:5]2[O:10][C:9]([C:11]3[CH:16]=[CH:15][C:14]([NH:17][C:18](=[O:23])[C:19]([CH3:22])([CH3:21])[CH3:20])=[C:13]([F:24])[CH:12]=3)=[CH:8][C:7](=[O:25])[C:6]=2[C:26]=1[NH:27][CH2:28][CH2:29][CH2:30]OS(C)(=O)=O.[NH:37]1[CH2:41][CH2:40][CH2:39][CH2:38]1.C(=O)([O-])[O-].[K+].[K+].O>CN(C)C=O>[F:1][C:2]1[CH:3]=[C:4]([F:36])[C:5]2[O:10][C:9]([C:11]3[CH:16]=[CH:15][C:14]([NH:17][C:18](=[O:23])[C:19]([CH3:21])([CH3:22])[CH3:20])=[C:13]([F:24])[CH:12]=3)=[CH:8][C:7](=[O:25])[C:6]=2[C:26]=1[NH:27][CH2:28][CH2:29][CH2:30][N:37]1[CH2:41][CH2:40][CH2:39][CH2:38]1 |f:2.3.4|. Procedure: 709 mg (1.35 mmol) of 6,8-difluoro-2-(3-fluoro-4-pivaloylaminophenyl)-5-(3-methanesulfonyloxypropylamino)-4H-1-benzopyran-4-one obtained in Example 129 (2) was dissolved in 30 mL of dimethylformamide under argon atmosphere, 1.14 mL (13.5 mmol) of pyrrolidine and 1.86 g (13.5 mmol) of potassium carbonate were added and the mixture was stirred at 50° C. for 8 hours. Water was added to the reaction solution and the mixture was extracted twice with ethyl acetate. The organic layer was washed once wi...